From a dataset of the Open Reaction Database (ORD), a public repository of structured organic reaction records. describe an organic reaction: reactants, conditions, products, and yield Starting materials: ON=C(CCC(=O)O)CCC1=CC=CC=C1 (4-Hydroxyimino-6-phenyl-hexanoic acid). The reagents and catalysts are [Pd] (Pd—C). The solvent is C(C)O (ethanol). The product is NC(CCC(=O)O)CCC1=CC=CC=C1 ((RS)-4-Amino-6-phenyl-hexanoic acid). The yield is 5.1%. RXN SMILES: O[N:2]=[C:3]([CH2:9][CH2:10][C:11]1[CH:16]=[CH:15][CH:14]=[CH:13][CH:12]=1)[CH2:4][CH2:5][C:6]([OH:8])=[O:7]>C(O)C.[Pd]>[NH2:2][CH:3]([CH2:9][CH2:10][C:11]1[CH:12]=[CH:13][CH:14]=[CH:15][CH:16]=1)[CH2:4][CH2:5][C:6]([OH:8])=[O:7]. Reported procedure: A solution of the oximes 100 (2.7 g 12.2 mmol) in ethanol (40 mL) was hydrogenated over 10% Pd—C at 40 psi and 50° C. for 3 days. The catalyst was filtered off and the solvent was evaporated. The residue was partitioned between ether and 0.1 M HCl and the aqueous layer was lyophilized giving 101 as a white powder (130 mg, 5%). The reactants are [C-]1(C=CC=C1)CC(=O)O.[CH-]1C=CC=C1.[Fe+2] (ferrocenyl acetic acid), [H-].[Al+3].[Li+].[H-].[H-].[H-] (lithiumaluminum hydride), [H-].[H-].[H-].[H-].[Li+].[Al+3] (LiAlH4). The solvent is CCOCC (ether). Yields the product [C-]1(C=CC=C1)CCO.[CH-]1C=CC=C1.[Fe+2] (2-ferrocenylethyl alcohol). As a reaction SMILES: [C-:1]1([CH2:6][C:7](O)=[O:8])[CH:5]=[CH:4][CH:3]=[CH:2]1.[CH-:10]1[CH:14]=[CH:13][CH:12]=[CH:11]1.[Fe+2:15].[H-].[Al+3].[Li+].[H-].[H-].[H-]>CCOCC>[C-:1]1([CH2:6][CH2:7][OH:8])[CH:5]=[CH:4][CH:3]=[CH:2]1.[CH-:10]1[CH:14]=[CH:13][CH:12]=[CH:11]1.[Fe+2:15] |f:0.1.2,3.4.5.6.7.8,10.11.12|. Procedure: 2-ferrocenylethyl alcohol was synthesized by reducing ferrocenyl acetic acid with lithiumaluminum hydride. 1.4 g of LiAlH4 are placed in a flask containing ether and equipped with a soxhlet apparatus. Ferrocene acetic acid (0.9 g) is extracted by this apparatus for 48 hours. After cooling, the excess reagent is decomposed with water and the solution washed thoroughly with a solution of sodium bicarbonate, dried and evaporated to dryness. The residual oil is crystallized from hexane. It has a mel...